Dataset: the Open Reaction Database (ORD), a public repository of structured organic reaction records. Task: describe an organic reaction: reactants, conditions, products, and yield Reaction SMILES: [OH:1][CH:2]([CH2:6][CH:7]([CH3:9])[CH3:8])[C:3]([OH:5])=O.C(Cl)CCl.C1C=CC2N([OH:23])N=NC=2C=1.Cl.[NH2:25][CH:26]([CH2:30][O:31][CH2:32][C:33]1[CH:38]=[CH:37][CH:36]=[CH:35][CH:34]=1)[C:27]([NH2:29])=O.[CH3:39][N:40]1[CH2:45][CH2:44][O:43][CH2:42][CH2:41]1>CN(C=O)C.CCOC(C)=O>[CH2:32]([O:31][CH2:30][CH:26]([NH:25][C:3]([CH:2]([O:1][C:39]([N:40]1[CH2:45][CH2:44][O:43][CH2:42][CH2:41]1)=[O:23])[CH2:6][CH:7]([CH3:9])[CH3:8])=[O:5])[C:27]#[N:29])[C:33]1[CH:38]=[CH:37][CH:36]=[CH:35][CH:34]=1 |f:3.4|. Reported procedure: 2-Hydroxyisocaproic acid (0.143 g, 1.0 mmol) was dissolved in 4 mL of DMF and cooled to 0° C. with an ice-water bath. EDC (0.278 g, 1.4 mmol) and HOBT (0.190 g, 1.4 mmol) were added and stirring, under argon, continued for 25 min. To the cold solution was added 2-amino-3-benzyloxy-propionamide hydrochloride (0.250 g, 1.0 mmol), followed by addition of N-methylmorpholine (0.35 mL, 3.2 mmol) and stirring was continued overnight (16 h). The solution was diluted with 100 mL of EtOAc and washed seque... Starting materials: Cl.NC(C(=O)N)COCC1=CC=CC=C1 (2-amino-3-benzyloxy-propionamide hydrochloride), OC(C(=O)O)CC(C)C (2-Hydroxyisocaproic acid), C(CCl)Cl (EDC), C=1C=CC2=C(C1)N=NN2O (HOBT), CN1CCOCC1 (N-methylmorpholine). Run in CN(C)C=O (DMF), CCOC(=O)C (EtOAc). Conditions: temperature 0 celsius, time 25 minute. Yield: 27.3%. The product is C(C1=CC=CC=C1)OCC(C#N)NC(=O)C(CC(C)C)OC(=O)N1CCOCC1 (Morpholine-4-carboxylic acid 1-[(benzyloxymethyl-cyano-methyl)-carbamoyl]-3-methyl-butyl ester).